Dataset: the Open Reaction Database (ORD), a public repository of structured organic reaction records. Task: describe an organic reaction: reactants, conditions, products, and yield Starting materials: C1CCOC1, COC(=O)c1ccc(C(=O)NC(C)c2ccc([N+](=O)[O-])cc2)s1, CO. The product is COC(=O)c1ccc(C(=O)NC(C)c2ccc(N)cc2)s1. As a reaction SMILES: [CH2:26]1[O:27][CH2:28][CH2:29][CH2:30]1.[CH3:1][O:2][C:3](=[O:4])[c:5]1[s:6][c:7]([C:10]([NH:11][CH:12]([CH3:13])[c:14]2[cH:15][cH:16][c:17]([N+:20]([O-:21])=[O:22])[cH:18][cH:19]2)=[O:23])[cH:8][cH:9]1.[CH3:24][OH:25]>>[CH3:1][O:2][C:3](=[O:4])[c:5]1[s:6][c:7]([C:10]([NH:11][CH:12]([CH3:13])[c:14]2[cH:15][cH:16][c:17]([NH2:20])[cH:18][cH:19]2)=[O:23])[cH:8][cH:9]1. Starting materials: ClC1=NC=2N(C3=C1C=NC=C3)N=C(C2)C (5-chloro-2-methylpyrazolo[1,5-a]pyrido[3,4-e]pyrimidine), [Na] (sodium), C(C)O (ethanol). Procedure details: 2.2 g. of 5-chloro-2-methylpyrazolo[1,5-a]pyrido[3,4-e]pyrimidine are added to a solution of 0.5 g. of sodium in 30 ml. of ethanol. The solution is refluxed with stirring for 12 hours. 10 ml. of water are added and the crystalline 5-ethoxy-2-methylpyrazolo[1,5-a]pyrido[3,4-e]pyrimidine is filtered off, yield: 1.4 g. (61%); m.p. 156.2° (methanol). RXN SMILES: Cl[C:2]1[C:7]2[CH:8]=[N:9][CH:10]=[CH:11][C:6]=2[N:5]2[N:12]=[C:13]([CH3:15])[CH:14]=[C:4]2[N:3]=1.[Na].[CH2:17]([OH:19])[CH3:18]>O>[CH2:17]([O:19][C:2]1[C:7]2[CH:8]=[N:9][CH:10]=[CH:11][C:6]=2[N:5]2[N:12]=[C:13]([CH3:15])[CH:14]=[C:4]2[N:3]=1)[CH3:18] |^1:15|. Conditions: time 12 hour. The solvent is O (water). Yields the product C(C)OC1=NC=2N(C3=C1C=NC=C3)N=C(C2)C (5-Ethoxy-2-methylpyrazolo[1,5-a]pyrido[3,4-e]pyrimidine). Reactants: COC(CC1=C2C=C(N=CC2=CC=C1Cl)C)=O ((6-Chloro-3-methyl-isoquinolin-5-yl)-acetic acid methyl ester), BrN1C(CCC1=O)=O (N-bromosuccinimide). The solvent is ClC(Cl)(Cl)Cl (tetrachloromethane). Conditions: temperature 40 celsius. The product is COC(CC1=C2C=C(N=CC2=CC=C1Cl)CBr)=O ((3-Bromomethyl-6-chloro-isoquinolin-5-yl)-acetic acid methyl ester). The yield is 40.0%. Reaction SMILES: [CH3:1][O:2][C:3](=[O:17])[CH2:4][C:5]1[C:14]([Cl:15])=[CH:13][CH:12]=[C:11]2[C:6]=1[CH:7]=[C:8]([CH3:16])[N:9]=[CH:10]2.[Br:18]N1C(=O)CCC1=O>ClC(Cl)(Cl)Cl>[CH3:1][O:2][C:3](=[O:17])[CH2:4][C:5]1[C:14]([Cl:15])=[CH:13][CH:12]=[C:11]2[C:6]=1[CH:7]=[C:8]([CH2:16][Br:18])[N:9]=[CH:10]2. Procedure: To a solution of (6-Chloro-3-methyl-isoquinolin-5-yl)-acetic acid methyl ester (1.9 g, 7.63 mmol) in tetrachloromethane (190 mL) was added N-bromosuccinimide (1.36 g, 7.63 mmol). The reaction mixture was heated to 40° C. for 1 h under simultaneous irradiation by a 300 W UV lamp, filtered and the filtrate concentrated in vacuo. The crude product was purified by flash column chromatography (silica gel, cyclohexane/EtOAc 80:20) to afford the title compound as a white powder (1.00 g, 3.05 mmol, 40%)... As a reaction SMILES: [CH3:13][C:14](=[O:15])[O-:16].[CH3:17][C:18](=[O:19])[CH2:20][C:21]([CH3:22])=[O:23].[CH3:26][CH2:27][OH:28].[ClH:24].[N:8]([O-:9])=[O:10].[NH2:1][c:2]1[cH:3][cH:4][cH:5][cH:6][cH:7]1.[Na+:11].[Na+:12].[OH2:25]>>[NH:1]([c:2]1[cH:3][cH:4][cH:5][cH:6][cH:7]1)[N:8]=[C:20]([C:18]([CH3:17])=[O:19])[C:21]([CH3:22])=[O:23]. The product is CC(=O)C(=NNc1ccccc1)C(C)=O. Reactants: CC(=O)[O-], CC(=O)CC(C)=O, CCO, Cl, O=N[O-], Nc1ccccc1, [Na+], [Na+], O. Reactants: [N+](=O)([O-])C1=CC=C2CCN(CC2=C1)OC(C(F)(F)F)=O (7-nitro-2-trifluoroacetoxy-1,2,3,4-tetrahydroisoquinoline). The reagents and catalysts are [Pd] (palladium on carbon). The solvent is CCO (EtOH). Conditions: time 2 hour. Product: NC1=CC=C2CCN(CC2=C1)OC(C(F)(F)F)=O (7-amino-2-trifluoroacetoxy-1,2,3,4-tetrahydroisoquinoline). As a reaction SMILES: [N+:1]([C:4]1[CH:13]=[C:12]2[C:7]([CH2:8][CH2:9][N:10]([O:14][C:15](=[O:20])[C:16]([F:19])([F:18])[F:17])[CH2:11]2)=[CH:6][CH:5]=1)([O-])=O>CCO.[Pd]>[NH2:1][C:4]1[CH:13]=[C:12]2[C:7]([CH2:8][CH2:9][N:10]([O:14][C:15](=[O:20])[C:16]([F:19])([F:17])[F:18])[CH2:11]2)=[CH:6][CH:5]=1. Reported procedure: A solution of 7-nitro-2-trifluoroacetoxy-1,2,3,4-tetrahydroisoquinoline (Stokker, Tetrahedron Letts., 1996, 37, 5453; 3.64 g, 13.3 mmol) in 100 mL EtOH at room temperature was was purged with argon and 10% palladium on carbon (300 mg) added. The mixture was then stirred under an atmosphere of hydrogen gas for 2 h. then filtered and the solvent removed in vacuo to yield a white solid which was sufficiently pure for use in the next step.